Dataset: the Open Reaction Database (ORD), a public repository of structured organic reaction records. Task: describe an organic reaction: reactants, conditions, products, and yield The reactants are C(C)(C)(C)O[C@H](C(=O)OCC)C1=C(C2=CC=CC=C2C(=C1C)C)OS(=O)(=O)C(F)(F)F ((S)-ethyl 2-tert-butoxy-2-(3,4-dimethyl-1-(trifluoromethylsulfonyloxy)naphthalen-2-yl)acetate), ClC=1C=C2C=C(C=C(C2=CC1)O)C (6-chloro-3-methylnaphthalen-1-ol). Product: C(C)(C)(C)O[C@H](C(=O)OCC)C1=C(C2=CC=C(C=C2C=C1C)Cl)OS(=O)(=O)C(F)(F)F ((S)-ethyl 2-tert-butoxy-2-(6-chloro-3-methyl-1-(trifluoromethylsulfonyloxy)naphthalen-2-yl)acetate). RXN SMILES: [C:1]([O:5][C@@H:6]([C:12]1[C:21]([CH3:22])=[C:20](C)[C:19]2[C:14](=[CH:15][CH:16]=[CH:17][CH:18]=2)[C:13]=1[O:24][S:25]([C:28]([F:31])([F:30])[F:29])(=[O:27])=[O:26])[C:7]([O:9][CH2:10][CH3:11])=[O:8])([CH3:4])([CH3:3])[CH3:2].[Cl:32]C1C=C2C(=CC=1)C(O)=CC(C)=C2>>[C:1]([O:5][C@@H:6]([C:12]1[C:21]([CH3:22])=[CH:20][C:19]2[C:14](=[CH:15][CH:16]=[C:17]([Cl:32])[CH:18]=2)[C:13]=1[O:24][S:25]([C:28]([F:31])([F:30])[F:29])(=[O:27])=[O:26])[C:7]([O:9][CH2:10][CH3:11])=[O:8])([CH3:4])([CH3:3])[CH3:2]. Reported procedure: (S)-ethyl 2-tert-butoxy-2-(6-chloro-3-methyl-1-(trifluoromethylsulfonyloxy)naphthalen-2-yl)acetate was prepared in a similar way as (S)-ethyl 2-tert-butoxy-2-(3,4-dimethyl-1-(trifluoromethylsulfonyloxy)naphthalen-2-yl)acetate in Example 1 except using 6-chloro-3-methylnaphthalen-1-ol instead of 3,4-dimethylnaphthalen-1-ol. 1H NMR (400 MHz, CDCl3) δ 7.98 (d, J=9.1 Hz, 1H), 7.78 (s, 1H), 7.58 (s, 1H), 7.51 (dd, J=9.0, 1.8 Hz, 1H), 5.70 (s, 1H), 4.17 (dqd, J=14.2, 7.1, 3.2 Hz, 2H), 2.55 (s, 3H), 1.... The reactants are CC=1C=C(C=C(C1)NC1=NC=CC(=N1)C(F)(F)F)C=1C=CC(=NC1)CC(=O)O (2-(5-(3-methyl-5-((4-(trifluoromethyl)pyrimidin-2-yl)amino)phenyl)pyridin-2-yl)acetic acid), CNC (dimethylamine), C(CCl)Cl (EDC), C=1C=CC2=C(C1)N=NN2O (HOBT), CCN(C(C)C)C(C)C (DIEA). The solvent is O1CCOCC1 (1,4-dioxane). Reaction conditions: time 16 hour. Yields the product CN(C(CC1=NC=C(C=C1)C1=CC(=CC(=C1)NC1=NC=CC(=N1)C(F)(F)F)C)=O)C (N,N-dimethyl-2-(5-(3-methyl-5-((4-(trifluoromethyl)pyrimidin-2-yl)amino)phenyl)pyridin-2-yl)acetamide). The yield is 80.0%. As a reaction SMILES: [CH3:1][C:2]1[CH:3]=[C:4]([C:19]2[CH:20]=[CH:21][C:22]([CH2:25][C:26]([OH:28])=O)=[N:23][CH:24]=2)[CH:5]=[C:6]([NH:8][C:9]2[N:14]=[C:13]([C:15]([F:18])([F:17])[F:16])[CH:12]=[CH:11][N:10]=2)[CH:7]=1.[CH3:29][NH:30][CH3:31].C(Cl)CCl.C1C=CC2N(O)N=NC=2C=1.CCN(C(C)C)C(C)C>O1CCOCC1>[CH3:29][N:30]([CH3:31])[C:26](=[O:28])[CH2:25][C:22]1[CH:21]=[CH:20][C:19]([C:4]2[CH:5]=[C:6]([NH:8][C:9]3[N:14]=[C:13]([C:15]([F:17])([F:16])[F:18])[CH:12]=[CH:11][N:10]=3)[CH:7]=[C:2]([CH3:1])[CH:3]=2)=[CH:24][N:23]=1. Procedure: A mixture of 2-(5-(3-methyl-5-((4-(trifluoromethyl)pyrimidin-2-yl)amino)phenyl)pyridin-2-yl)acetic acid (8.4 mg, 0.020 mmol), dimethylamine (0.05 ml, 0.100 mmol, 2M), EDC (8.6 mg, 0.045 mmol), HOBT (7.8 mg, 0.051 mmol), DIEA (10 μl, 0.057 mmol) in 1,4-dioxane (0.8 ml) was stirred at room temperature for 16 hours. The mixture was purified by reversed phase HPLC to afford N,N-dimethyl-2-(5-(3-methyl-5-((4-(trifluoromethyl)pyrimidin-2-yl)amino)phenyl)pyridin-2-yl)acetamide (8.4 mg, 0.016 mmol). MS ... Reactants: N1=C(C=NC=C1)C(=O)O (2-pyrazinecarboxylic acid), C(C)OC1=CC(=C(N)C=C1)[N+](=O)[O-] (4-ethoxy-2-nitroaniline). Product: C(C)OC1=CC(=C(C=C1)NC(=O)C1=NC=CN=C1)[N+](=O)[O-] (N-(4-Ethoxy-2-nitrophenyl)-2-pyrazinecarboxamide). Reaction SMILES: [N:1]1[CH:6]=[CH:5][N:4]=[CH:3][C:2]=1[C:7]([OH:9])=O.[CH2:10]([O:12][C:13]1[CH:19]=[CH:18][C:16]([NH2:17])=[C:15]([N+:20]([O-:22])=[O:21])[CH:14]=1)[CH3:11]>>[CH2:10]([O:12][C:13]1[CH:19]=[CH:18][C:16]([NH:17][C:7]([C:2]2[CH:3]=[N:4][CH:5]=[CH:6][N:1]=2)=[O:9])=[C:15]([N+:20]([O-:22])=[O:21])[CH:14]=1)[CH3:11]. Reported procedure: The title compound was prepared from 2-pyrazinecarboxylic acid and 4-ethoxy-2-nitroaniline as a yellow solid as described in Example 15. 1H NMR (CDCl3): 12.34 (s, 1H), 9.50 (d, J=1.2, 1H), 8.91 (d, J=9.0, 1H), 8.84 (d, J=2.4, 1H), 8.72-8.70 (m, 1H), 7.75 (d, J=3.0, 1H), 7.33-7.28 (m, 1H), 4.12 (q, J=6.9, 2H), 1.47 (t, J=6.9, 3H). Reactants: CC(C)(Cc1cccc(C(=O)O)c1)NCC(O[Si](C)(C)C(C)(C)C)c1ccc(O)c(CO)c1, CCNCCc1ccc(Cl)cc1, Cl. The product is CCN(CCc1ccc(Cl)cc1)C(=O)c1cccc(CC(C)(C)NCC(O[Si](C)(C)C(C)(C)C)c2ccc(O)c(CO)c2)c1. As a reaction SMILES: [C:1]([CH3:2])([CH3:3])([CH3:4])[Si:5]([O:6][CH:7]([CH2:8][NH:9][C:10]([CH2:11][c:12]1[cH:13][c:14]([C:15](=[O:16])[OH:17])[cH:18][cH:19][cH:20]1)([CH3:21])[CH3:22])[c:23]1[cH:24][c:25]([CH2:30][OH:31])[c:26]([OH:29])[cH:27][cH:28]1)([CH3:32])[CH3:33].[Cl:35][c:36]1[cH:37][cH:38][c:39]([CH2:42][CH2:43][NH:44][CH2:45][CH3:46])[cH:40][cH:41]1.[ClH:34]>>[C:1]([CH3:2])([CH3:3])([CH3:4])[Si:5]([O:6][CH:7]([CH2:8][NH:9][C:10]([CH2:11][c:12]1[cH:13][c:14]([C:15](=[O:16])[N:44]([CH2:43][CH2:42][c:39]2[cH:38][cH:37][c:36]([Cl:35])[cH:41][cH:40]2)[CH2:45][CH3:46])[cH:18][cH:19][cH:20]1)([CH3:21])[CH3:22])[c:23]1[cH:24][c:25]([CH2:30][OH:31])[c:26]([OH:29])[cH:27][cH:28]1)([CH3:32])[CH3:33]. Procedure: In the manner given in Example 14, a solution of 8-trifluoromethyl-1-(chloromethyl)-6-(o-chlorophenyl)-4H-s-triazolo[4,3-a][1,4]benzodiazepine was heated with propanethiol and sodium hydroxide to give 8-trifluoromethyl-1-(propylthio)-6-(o-chlorophenyl)-4H-s-triazolo[4,3-a][1,4]benzodiazepine. The reactants are FC(C=1C=CC2=C(C(=NCC=3N2C(=NN3)CCl)C3=C(C=CC=C3)Cl)C1)(F)F (8-trifluoromethyl-1-(chloromethyl)-6-(o-chlorophenyl)-4H-s-triazolo[4,3-a][1,4]benzodiazepine), C(CC)S (propanethiol), [OH-].[Na+] (sodium hydroxide). Reaction SMILES: [F:1][C:2]([F:27])([F:26])[C:3]1[CH:4]=[CH:5][C:6]2[N:12]3[C:13](CCl)=[N:14][N:15]=[C:11]3[CH2:10][N:9]=[C:8]([C:18]3[CH:23]=[CH:22][CH:21]=[CH:20][C:19]=3[Cl:24])[C:7]=2[CH:25]=1.[CH2:28]([SH:31])[CH2:29][CH3:30].[OH-].[Na+]>>[F:27][C:2]([F:26])([F:1])[C:3]1[CH:4]=[CH:5][C:6]2[N:12]3[C:13]([S:31][CH2:28][CH2:29][CH3:30])=[N:14][N:15]=[C:11]3[CH2:10][N:9]=[C:8]([C:18]3[CH:23]=[CH:22][CH:21]=[CH:20][C:19]=3[Cl:24])[C:7]=2[CH:25]=1 |f:2.3|. Yields the product FC(C=1C=CC2=C(C(=NCC=3N2C(=NN3)SCCC)C3=C(C=CC=C3)Cl)C1)(F)F (8-trifluoromethyl-1-(propylthio)-6-(o-chlorophenyl)-4H-s-triazolo[4,3-a][1,4]benzodiazepine). The reactants are CCC(C)(C)O, O=[N+]([O-])c1ccc(OCCCCl)cc1, [I-], [K+], [Na+], [OH-], c1c[nH]nn1. The product is O=[N+]([O-])c1ccc(OCCCn2ccnn2)cc1. As a reaction SMILES: [CH3:24][C:25]([OH:26])([CH2:27][CH3:28])[CH3:29].[Cl:1][CH2:2][CH2:3][CH2:4][O:5][c:6]1[cH:7][cH:8][c:9]([N+:12](=[O:13])[O-:14])[cH:10][cH:11]1.[I-:21].[K+:20].[Na+:23].[OH-:22].[nH:15]1[n:16][n:17][cH:18][cH:19]1>>[CH2:2]([CH2:3][CH2:4][O:5][c:6]1[cH:7][cH:8][c:9]([N+:12](=[O:13])[O-:14])[cH:10][cH:11]1)[n:15]1[n:16][n:17][cH:18][cH:19]1. Starting materials: NC1=CC=CC=C1 (aniline), [N+](=O)([O-])C1=CC=CC=C1 (nitrobenzene), C1(CCCC2=CC=CC=C12)=O (1-tetralone). Solvent: CC=1C=CC(=CC1)C(C)C (p-cymene), CC=1C=CC(=CC1)C(C)C (p-cymene). Conditions: temperature 185 celsius. The product is C1(=CC=CC=C1)NC1=CC=CC2=CC=CC=C12 (N-phenyl-1-naphthylamine). As a reaction SMILES: [NH2:1][C:2]1[CH:7]=[CH:6][CH:5]=[CH:4][CH:3]=1.[N+](C1C=CC=CC=1)([O-])=O.[C:17]1(=O)[C:26]2[C:21](=[CH:22][CH:23]=[CH:24][CH:25]=2)[CH2:20][CH2:19][CH2:18]1>CC1C=CC(C(C)C)=CC=1>[C:2]1([NH:1][C:25]2[C:26]3[C:21](=[CH:20][CH:19]=[CH:18][CH:17]=3)[CH:22]=[CH:23][CH:24]=2)[CH:7]=[CH:6][CH:5]=[CH:4][CH:3]=1. Procedure: To a 200 ml, 3-necked round bottom flask equipped with a thermometer and a Dean-Stark apparatus filled with p-cymene and having a condenser are added 7.45 g (80 mmole) of aniline, 4.82 g (39 mmole) of nitrobenzene, 14.6 g (100 mmole) of 1-tetralone and 65 ml of p-cymene solvent. Also introduced were catalyst and various acid promoters as indicated in Table I. The reaction mixtures were heated at reflux (about 185° C.) for 5 hours while removing the evolving water. Thereafter, the mixture was coo... Reactants: ClCC(=O)C1=CC=CC=C1 (2-Chloro-1-phenylethanone), N1(CCCCC1)C(C(=O)O[C@H]1CN2CCC1CC2)C=2SC=CC2 ((R)-quinuclidin-3-yl 2-(piperidin-1-yl)-2-(thiophen-2-yl)acetate). Solvent: C(C)(=O)OCC (ethyl acetate), C(C)#N (acetonitrile). Conditions: time 24 hour. Product: [Cl-].O=C(C[N+]12C[C@@H](C(CC1)CC2)OC(C(C=2SC=CC2)N2CCCCC2)=O)C2=CC=CC=C2 ((3R)-1-(2-oxo-2-phenylethyl)-3-(2-(piperidin-1-yl)-2-(thiophen-2-yl)acetoxy)-1-azoniabicyclo[2.2.2]octane chloride). Yield: 48.6%. Reaction SMILES: [Cl:1][CH2:2][C:3]([C:5]1[CH:10]=[CH:9][CH:8]=[CH:7][CH:6]=1)=[O:4].[N:11]1([CH:17]([C:29]2[S:30][CH:31]=[CH:32][CH:33]=2)[C:18]([O:20][C@@H:21]2[CH:26]3[CH2:27][CH2:28][N:23]([CH2:24][CH2:25]3)[CH2:22]2)=[O:19])[CH2:16][CH2:15][CH2:14][CH2:13][CH2:12]1>C(OCC)(=O)C.C(#N)C>[Cl-:1].[O:4]=[C:3]([C:5]1[CH:10]=[CH:9][CH:8]=[CH:7][CH:6]=1)[CH2:2][N+:23]12[CH2:24][CH2:25][CH:26]([CH2:27][CH2:28]1)[C@@H:21]([O:20][C:18](=[O:19])[CH:17]([N:11]1[CH2:12][CH2:13][CH2:14][CH2:15][CH2:16]1)[C:29]1[S:30][CH:31]=[CH:32][CH:33]=1)[CH2:22]2 |f:4.5|. Procedure details: 2-Chloro-1-phenylethanone (63.0 mg, 0.41 mmol) was added to a solution of (R)-quinuclidin-3-yl 2-(piperidin-1-yl)-2-(thiophen-2-yl)acetate (124 mg, 0.37 mmol) in ethyl acetate (2.5 ml) and acetonitrile (1.2 ml). The pale yellow solution was stirred at room temperature for 24 hours. The solvent was evaporated and the residue was triturated with Et2O (8 ml). The suspension was filtered on a buckner funnel washing with Et2O (5 ml) and the solid was recovered from the filter to collect the title com...